From a dataset of the Open Reaction Database (ORD), a public repository of structured organic reaction records. describe an organic reaction: reactants, conditions, products, and yield Starting materials: ClC1(SC2=C(N(C1=O)C)C=CC=C2)C2=C(C=CC(=C2)OC)O (2-chloro-3,4-dihydro-2-(2-hydroxy-5-methoxyphenyl)-4-methyl-3-oxo-2H-1,4-benzothiazine), CO (methanol). The product is OC1=C(C=C(C=C1)OC)C1(SC2=C(N(C1=O)C)C=CC=C2)OC (3,4-Dihydro-2-(2-hydroxy-5-methoxyphenyl)-2-methoxy-4-methyl-3-oxo-2H-1,4-benzothiazine). The yield is 85.3%. As a reaction SMILES: Cl[C:2]1([C:14]2[CH:19]=[C:18]([O:20][CH3:21])[CH:17]=[CH:16][C:15]=2[OH:22])[C:7](=[O:8])[N:6]([CH3:9])[C:5]2[CH:10]=[CH:11][CH:12]=[CH:13][C:4]=2[S:3]1.[CH3:23][OH:24]>>[OH:22][C:15]1[CH:16]=[CH:17][C:18]([O:20][CH3:21])=[CH:19][C:14]=1[C:2]1([O:24][CH3:23])[C:7](=[O:8])[N:6]([CH3:9])[C:5]2[CH:10]=[CH:11][CH:12]=[CH:13][C:4]=2[S:3]1. Procedure: A mixture of 2-chloro-3,4-dihydro-2-(2-hydroxy-5-methoxyphenyl)-4-methyl-3-oxo-2H-1,4-benzothiazine (14.0 g, compound No. 3) and methanol (200 ml) is stirred for 2 hours at room temperature, and the separated crystals are collected by filtration to give 11.8 g (85.3%) of the titled compound. The reactants are ClC1=CC=C(C=C1)C=1C=C(C=NC1OCC(F)(F)F)C(=O)O (5-(4-chlorophenyl)-6-(2,2,2-trifluoroethoxy)-3-pyridinecarboxylic acid), Cl.COC1=NOC(=C1)CN (3-methoxy-5-isoxazolemethanamine hydrochloride). Product: ClC1=CC=C(C=C1)C=1C(=NC=C(C(=O)NCC2=CC(=NO2)OC)C1)OCC(F)(F)F (5-(4-chloro-phenyl)-N-(3-methoxy-isoxazol-5-ylmethyl)-6-(2,2,2-trifluoro-ethoxy)-nicotinamide). RXN SMILES: [Cl:1][C:2]1[CH:7]=[CH:6][C:5]([C:8]2[CH:9]=[C:10]([C:20](O)=[O:21])[CH:11]=[N:12][C:13]=2[O:14][CH2:15][C:16]([F:19])([F:18])[F:17])=[CH:4][CH:3]=1.Cl.[CH3:24][O:25][C:26]1[CH:30]=[C:29]([CH2:31][NH2:32])[O:28][N:27]=1>>[Cl:1][C:2]1[CH:7]=[CH:6][C:5]([C:8]2[C:13]([O:14][CH2:15][C:16]([F:19])([F:17])[F:18])=[N:12][CH:11]=[C:10]([CH:9]=2)[C:20]([NH:32][CH2:31][C:29]2[O:28][N:27]=[C:26]([O:25][CH3:24])[CH:30]=2)=[O:21])=[CH:4][CH:3]=1 |f:1.2|. Procedure details: The title compound was synthesized in analogy to Example 1, using 5-(4-chlorophenyl)-6-(2,2,2-trifluoroethoxy)-3-pyridinecarboxylic acid (CAS Registry No. 1018782-82-5) and 3-methoxy-5-isoxazolemethanamine hydrochloride as starting materials, LC-MS (UV peak area/ESI) 100%, 442.079 (M+H)+. The reactants are CN(C(=O)Cl)C (dimethyl carbamoyl chloride), O (water), [H-].[Na+] (Sodium hydride), NC1=NC(=C(C(=N1)C)Cl)C (2-amino-4,6-dimethyl-5-chloropyrimidine), [H-].[Na+] (sodium hydride). Solvent: C1(=CC=CC=C1)C (toluene). Run at time 1 hour. The product is CN(C(=O)NC1=NC(=C(C(=N1)C)Cl)C)C (N,N-Dimethyl-N'-(4,6-dimethyl-5-chloro-2-pyrimidinyl)urea). Reaction SMILES: [H-].[Na+].[NH2:3][C:4]1[N:9]=[C:8]([CH3:10])[C:7]([Cl:11])=[C:6]([CH3:12])[N:5]=1.[CH3:13][N:14]([CH3:18])[C:15](Cl)=[O:16].O>C1(C)C=CC=CC=1>[CH3:13][N:14]([CH3:18])[C:15]([NH:3][C:4]1[N:9]=[C:8]([CH3:10])[C:7]([Cl:11])=[C:6]([CH3:12])[N:5]=1)=[O:16] |f:0.1|. Reported procedure: Sodium hydride (6 g., 55%, 0.137 mole) is added to a mixture of 2-amino-4,6-dimethyl-5-chloropyrimidine (19.5 g., 0.125 mole) in 250 ml of toluene. The mixture, under a nitrogen atmosphere is heated to reflux and stirred for one hour. Another portion of sodium hydride (6 g., 55%, 0.137 mole) is added and after two hours of reflux, dimethyl carbamoyl chloride (13.9 g., 0.125 mole) is added. After one hours of reflux the reaction is cooled, water is added, the toluene is removed by vacuum concentr... Reactants: CC1NCCNC1 (2-methylpiperazine), NC1=C2C(C(=CN(C2=C(C(=C1F)F)OC(F)F)C1CC1)C(=O)O)=O (5-amino-1-cyclopropyl-8-difluoromethoxy-6,7-difluoro-1,4-dihydro-4-oxoquinoline-3-carboxylic acid). Run in N1=CC=CC=C1 (pyridine). Reaction conditions: time 2 hour. Product: NC1=C2C(C(=CN(C2=C(C(=C1F)N1CC(NCC1)C)OC(F)F)C1CC1)C(=O)O)=O (5-amino-1-cyclopropyl-8-difluoromethoxy-6-fluoro-7-(3-methylpiperazinyl)-1,4-dihydro-4-oxoquinoline-3-carboxylic acid). Yield: 64.9%. Reaction SMILES: [CH3:1][CH:2]1[CH2:7][NH:6][CH2:5][CH2:4][NH:3]1.[NH2:8][C:9]1[C:18]([F:19])=[C:17](F)[C:16]([O:21][CH:22]([F:24])[F:23])=[C:15]2[C:10]=1[C:11](=[O:31])[C:12]([C:28]([OH:30])=[O:29])=[CH:13][N:14]2[CH:25]1[CH2:27][CH2:26]1>N1C=CC=CC=1>[NH2:8][C:9]1[C:18]([F:19])=[C:17]([N:6]2[CH2:5][CH2:4][NH:3][CH:2]([CH3:1])[CH2:7]2)[C:16]([O:21][CH:22]([F:23])[F:24])=[C:15]2[C:10]=1[C:11](=[O:31])[C:12]([C:28]([OH:30])=[O:29])=[CH:13][N:14]2[CH:25]1[CH2:26][CH2:27]1. Procedure: 1.30 g (0.013 moles) of 2-methylpiperazine was added to a solution of 0.90 g (0.0026 moles) of 5-amino-1-cyclopropyl-8-difluoromethoxy-6,7-difluoro-1,4-dihydro-4-oxoquinoline-3-carboxylic acid (prepared as described in Preparation 11) in 8 ml of pyridine, and the mixture was stirred at 105°-110° C. for 2 hours. At the end of this time, the solvent was removed by distillation under reduced pressure. Water was added to the residue, and the resulting mixture was neutralized (to about pH 7) by the a... The reactants are ClCCl, Cc1ccc(Oc2ccccc2)cn1, [Na+], [Na+], O=S([O-])[O-]. Yields the product Cc1ccc(Oc2ccccc2)c[n+]1[O-]. RXN SMILES: [CH2:21]([Cl:22])[Cl:23].[CH3:1][c:2]1[n:3][cH:4][c:5]([O:8][c:9]2[cH:10][cH:11][cH:12][cH:13][cH:14]2)[cH:6][cH:7]1.[Na+:19].[Na+:20].[S:15](=[O:16])([O-:17])[O-:18]>>[CH3:1][c:2]1[n+:3]([O-:16])[cH:4][c:5]([O:8][c:9]2[cH:10][cH:11][cH:12][cH:13][cH:14]2)[cH:6][cH:7]1.